describe an organic reaction: reactants, conditions, products, and yield From a dataset of the Open Reaction Database (ORD), a public repository of structured organic reaction records. Reactants: O=C([O-])[O-], FC(F)(F)c1ccc(-c2cc(Cl)ncn2)cc1, [K+], [K+], Nc1nc2c(O)cccc2s1, CN(C)C=O. Yields the product Nc1nc2c(Oc3cc(-c4ccc(C(F)(F)F)cc4)ncn3)cccc2s1. Reaction SMILES: [C:29](=[O:30])([O-:31])[O-:32].[Cl:1][c:2]1[n:3][cH:4][n:5][c:6](-[c:8]2[cH:9][cH:10][c:11]([C:14]([F:15])([F:16])[F:17])[cH:12][cH:13]2)[cH:7]1.[K+:33].[K+:34].[NH2:18][c:19]1[s:20][c:21]2[c:22]([n:23]1)[c:24]([OH:28])[cH:25][cH:26][cH:27]2.[O:35]=[CH:36][N:37]([CH3:38])[CH3:39]>>[c:2]1([O:28][c:24]2[c:22]3[c:21]([s:20][c:19]([NH2:18])[n:23]3)[cH:27][cH:26][cH:25]2)[n:3][cH:4][n:5][c:6](-[c:8]2[cH:9][cH:10][c:11]([C:14]([F:15])([F:16])[F:17])[cH:12][cH:13]2)[cH:7]1.